From a dataset of the Open Reaction Database (ORD), a public repository of structured organic reaction records. describe an organic reaction: reactants, conditions, products, and yield Reactants: NCCO, CC(C)(C)OC(=O)N1CCOC(CN2C(=O)c3ccccc3C2=O)C1, O. Yields the product CC(C)(C)OC(=O)N1CCOC(CN)C1. Reaction SMILES: [NH2:27][CH2:28][CH2:29][OH:30].[O:1]=[C:2]1[N:3]([CH2:12][CH:13]2[O:14][CH2:15][CH2:16][N:17]([C:19](=[O:20])[O:21][C:22]([CH3:23])([CH3:24])[CH3:25])[CH2:18]2)[C:10](=[O:11])[c:5]2[c:4]1[cH:9][cH:8][cH:7][cH:6]2.[OH2:26]>>[NH2:3][CH2:12][CH:13]1[O:14][CH2:15][CH2:16][N:17]([C:19](=[O:20])[O:21][C:22]([CH3:23])([CH3:24])[CH3:25])[CH2:18]1. Starting materials: C=O (formaldehyde), NC1CCN(CC1)CC1=CC=CC=C1 (4-amino-1-benzyl piperidine), [BH3-]C#N.[Na+] (NaBH3CN), CC(=O)O (AcOH), C(Cl)Cl (methylene chloride). The solvent is CO (MeOH), CO (MeOH). Conditions: time 60 hour. Yields the product Cl.Cl.C(C1=CC=CC=C1)N1CCC(CC1)N(C)C (1-benzyl-N,N-dimethylpiperidin-4-amine dihydrochloride). Reaction SMILES: N[CH:2]1[CH2:7][CH2:6][N:5]([CH2:8][C:9]2[CH:14]=[CH:13][CH:12]=[CH:11][CH:10]=2)[CH2:4][CH2:3]1.[BH3-][C:16]#[N:17].[Na+].[CH3:19]C(O)=O.C=O.C(Cl)[Cl:26]>CO>[ClH:26].[ClH:26].[CH2:8]([N:5]1[CH2:6][CH2:7][CH:2]([N:17]([CH3:16])[CH3:19])[CH2:3][CH2:4]1)[C:9]1[CH:14]=[CH:13][CH:12]=[CH:11][CH:10]=1 |f:1.2,7.8.9|. Reported procedure: To a mixture of 4-amino-1-benzyl piperidine (5.0 g, 26 mmol), NaBH3CN (3.3 g, 53 mmol), AcOH (7.5 ml, 132 mmol) in 130 ml MeOH at 0° C. under nitrogen was added formaldehyde (37 wt % in water, 5.3 mL) as a solution in 15 ml MeOH slowly dropwise via a pressure-equalized addition funnel over 15 min. The resulting clear solution was allowed to warm to room temperature and was allowed to stir for approximately 60 h. The reaction was quenched by the addition of 20 ml saturated aqueous potassium carbo...